Dataset: the Open Reaction Database (ORD), a public repository of structured organic reaction records. Task: describe an organic reaction: reactants, conditions, products, and yield Starting materials: N1(C=NC2=C1C=CC=C2)CCCCN (1H-benzimidazole-1-butanamine), NC(CC1=CC=C(OCC2CO2)C=C1)=O (1-[4-(2-amino-2-oxoethyl)phenoxy]-2,3-epoxypropane). Solvent: CO (methanol). The product is NC(CC1=CC=C(OCC(CNCCCCN2C=NC3=C2C=CC=C3)O)C=C1)=O (N-{3-[4-(2-amino-2-oxoethyl)phenoxy]-2-hydroxypropyl}-1H-benzimidazole-1-butanamine). As a reaction SMILES: [N:1]1([CH2:10][CH2:11][CH2:12][CH2:13][NH2:14])[C:5]2[CH:6]=[CH:7][CH:8]=[CH:9][C:4]=2[N:3]=[CH:2]1.[NH2:15][C:16](=[O:29])[CH2:17][C:18]1[CH:28]=[CH:27][C:21]([O:22][CH2:23][CH:24]2[O:26][CH2:25]2)=[CH:20][CH:19]=1>CO>[NH2:15][C:16](=[O:29])[CH2:17][C:18]1[CH:19]=[CH:20][C:21]([O:22][CH2:23][CH:24]([OH:26])[CH2:25][NH:14][CH2:13][CH2:12][CH2:11][CH2:10][N:1]2[C:5]3[CH:6]=[CH:7][CH:8]=[CH:9][C:4]=3[N:3]=[CH:2]2)=[CH:27][CH:28]=1. Procedure: A mixture of 2.84 grams of 1H-benzimidazole-1-butanamine and 3.11 grams of 1-[4-(2-amino-2-oxoethyl)phenoxy]-2,3-epoxypropane in 50 ml of 90% methanol was heated at reflux for 22 hours. The solvent was evaporated and the residue was triturated with ether to give an off-white solid. This was chromatographed on a silica gel column using methanol. The fractions containing the desired product were determined by thin-layer chromatography and combined. The solvent was then evaporated to give N-{3-[4-(... The reactants are COc1cc(C(=O)OC(C)(C)C)ccc1CBr, O=C([O-])[O-], CN(C)C=O, O=Cc1c[nH]c2cc(CC(=O)NCC3CCCC3)ccc12, [K+], [K+], O. The product is COc1cc(C(=O)OC(C)(C)C)ccc1Cn1cc(C=O)c2ccc(CC(=O)NCC3CCCC3)cc21. Reaction SMILES: [Br:22][CH2:23][c:24]1[c:25]([O:37][CH3:38])[cH:26][c:27]([C:28](=[O:29])[O:30][C:31]([CH3:32])([CH3:33])[CH3:34])[cH:35][cH:36]1.[C:39](=[O:40])([O-:41])[O-:42].[CH3:46][N:47]([CH3:48])[CH:49]=[O:50].[CH:1]1([CH2:6][NH:7][C:8]([CH2:9][c:10]2[cH:11][cH:12][c:13]3[c:14]([CH:19]=[O:20])[cH:15][nH:16][c:17]3[cH:18]2)=[O:21])[CH2:2][CH2:3][CH2:4][CH2:5]1.[K+:43].[K+:44].[OH2:45]>>[CH:1]1([CH2:6][NH:7][C:8]([CH2:9][c:10]2[cH:11][cH:12][c:13]3[c:14]([CH:19]=[O:20])[cH:15][n:16]([CH2:23][c:24]4[c:25]([O:37][CH3:38])[cH:26][c:27]([C:28](=[O:29])[O:30][C:31]([CH3:32])([CH3:33])[CH3:34])[cH:35][cH:36]4)[c:17]3[cH:18]2)=[O:21])[CH2:2][CH2:3][CH2:4][CH2:5]1. The reactants are C(#N)CC1(CNC1)N1N=CC(=C1)C1=CC=2N(N=C1)C(=CN2)C=2C=C(C=CC2)NC(=O)NCC(F)(F)F (N-[3-(7-{1-[3-(cyanomethyl)azetidin-3-yl]-1H-pyrazol-4-yl}imidazo[1,2-b]pyridazin-3-yl)phenyl]-N′-(2,2,2-trifluoroethyl)urea), O1CC(CC1)C(=O)O (tetrahydrofuran-3-carboxylic acid). Product: C(#N)CC1(CN(C1)C(=O)C1COCC1)N1N=CC(=C1)C1=CC=2N(N=C1)C(=CN2)C=2C=C(C=CC2)NC(=O)NCC(F)(F)F (N-[3-(7-{1-[3-(Cyanomethyl)-1-(tetrahydrofuran-3-ylcarbonyl)azetidin-3-yl]-1H-pyrazol-4-yl}imidazo[1,2-b]pyridazin-3-yl)phenyl]-N′-(2,2,2-trifluoroethyl)urea). RXN SMILES: [C:1]([CH2:3][C:4]1([N:8]2[CH:12]=[C:11]([C:13]3[CH:18]=[N:17][N:16]4[C:19]([C:22]5[CH:23]=[C:24]([NH:28][C:29]([NH:31][CH2:32][C:33]([F:36])([F:35])[F:34])=[O:30])[CH:25]=[CH:26][CH:27]=5)=[CH:20][N:21]=[C:15]4[CH:14]=3)[CH:10]=[N:9]2)[CH2:7][NH:6][CH2:5]1)#[N:2].[O:37]1[CH2:41][CH2:40][CH:39]([C:42](O)=[O:43])[CH2:38]1>>[C:1]([CH2:3][C:4]1([N:8]2[CH:12]=[C:11]([C:13]3[CH:18]=[N:17][N:16]4[C:19]([C:22]5[CH:23]=[C:24]([NH:28][C:29]([NH:31][CH2:32][C:33]([F:35])([F:36])[F:34])=[O:30])[CH:25]=[CH:26][CH:27]=5)=[CH:20][N:21]=[C:15]4[CH:14]=3)[CH:10]=[N:9]2)[CH2:5][N:6]([C:42]([CH:39]2[CH2:40][CH2:41][O:37][CH2:38]2)=[O:43])[CH2:7]1)#[N:2]. Procedure details: This compound was prepared by using procedures analogous to those described for the synthesis of Example 77 starting from N-[3-(7-{1-[3-(cyanomethyl)azetidin-3-yl]-1H-pyrazol-4-yl}imidazo[1,2-b]pyridazin-3-yl)phenyl]-N′-(2,2,2-trifluoroethyl)urea and tetrahydrofuran-3-carboxylic acid. LCMS (M+H)+: m/z=594.2. Reactants: CN(C(OC(C)(C)C)=O)[C@H](C(=O)N[C@@H](C(C)C)C(=O)N1[C@@H](CNCC1)C(=O)N[C@@H]1CCCC2=CC=CC=C12)C (tert-Butyl methyl[(1S)-1-methyl-2-({(1S)-2-methyl-1-[((2S)-2-{[(1R)-1,2,3,4-tetrahydro-1-naphthalenylamino]carbonyl}piperazinyl)carbonyl]propyl}amino)-2-oxoethyl]carbamate), C1(=CC=CC=C1)S(=O)(=O)Cl (benzenesulfonyl chloride), CCN(C(C)C)C(C)C (DIEA). Run in C(Cl)Cl (CH2Cl2), C(Cl)Cl (CH2Cl2). Conditions: time 2 hour. Product: CN(C(OC(C)(C)C)=O)[C@H](C(=O)N[C@@H](C(C)C)C(=O)N1[C@@H](CN(CC1)S(=O)(=O)C1=CC=CC=C1)C(=O)N[C@@H]1CCCC2=CC=CC=C12)C (tert-Butyl methyl[(1S)-1-methyl-2-({(1S)-2-methyl-1-[((2S)-4-(phenylsulfonyl)-2-{[(1R)-1,2,3,4-tetrahydro-1-naphthalenylamino]carbonyl}piperazinyl)carbonyl]propyl}amino)-2-oxoethyl]carbamate), glass. The yield is 86.0%. As a reaction SMILES: [CH3:1][N:2]([C@@H:10]([CH3:39])[C:11]([NH:13][C@H:14]([C:18]([N:20]1[CH2:25][CH2:24][NH:23][CH2:22][C@H:21]1[C:26]([NH:28][C@H:29]1[C:38]2[C:33](=[CH:34][CH:35]=[CH:36][CH:37]=2)[CH2:32][CH2:31][CH2:30]1)=[O:27])=[O:19])[CH:15]([CH3:17])[CH3:16])=[O:12])[C:3](=[O:9])[O:4][C:5]([CH3:8])([CH3:7])[CH3:6].CCN(C(C)C)C(C)C.[C:49]1([S:55](Cl)(=[O:57])=[O:56])[CH:54]=[CH:53][CH:52]=[CH:51][CH:50]=1>C(Cl)Cl>[CH3:1][N:2]([C@@H:10]([CH3:39])[C:11]([NH:13][C@H:14]([C:18]([N:20]1[CH2:25][CH2:24][N:23]([S:55]([C:49]2[CH:54]=[CH:53][CH:52]=[CH:51][CH:50]=2)(=[O:57])=[O:56])[CH2:22][C@H:21]1[C:26]([NH:28][C@H:29]1[C:38]2[C:33](=[CH:34][CH:35]=[CH:36][CH:37]=2)[CH2:32][CH2:31][CH2:30]1)=[O:27])=[O:19])[CH:15]([CH3:17])[CH3:16])=[O:12])[C:3](=[O:9])[O:4][C:5]([CH3:7])([CH3:8])[CH3:6]. Procedure: Intermediate 7 (200 mg, 0.37 mmol) is dissolved in dry CH2Cl2 (4 mL) and the flask sealed under N2. DIEA (96 μL, 0.56 mmol) is added, followed by benzenesulfonyl chloride (46 μL, 0.36 mmol), then the mixture stirred at RT for 2 h. The reaction is subsequently diluted with CH2Cl2 (50 mL) and washed with sat. NaHCO3 (50 mL), brine (50 mL) and dried (Na2SO4). After filtration, the solvent is removed under reduced pressure to afford an oil which is purified by flash chromatography on silica gel (25%... The reactants are Example 1 ( b ), C(C1=CC=CC=C1)N (benzylamine), C(C1=CC=CC=C1)OC(=O)NCC(=O)N[C@@H](C)P(O)(O)=O ((1R)-1-[(benzyloxycarbonyl-glycyl)amino] -ethylphosphonic acid). Product: NCC(=O)N[C@@H](C)P(O)(O)=O ((1R)-1 -glycylamino-ethylphosphonic acid). As a reaction SMILES: C(N)C1C=CC=CC=1.C(OC([NH:19][CH2:20][C:21]([NH:23][C@H:24]([P:26](=[O:29])([OH:28])[OH:27])[CH3:25])=[O:22])=O)C1C=CC=CC=1>>[NH2:19][CH2:20][C:21]([NH:23][C@H:24]([P:26](=[O:27])([OH:29])[OH:28])[CH3:25])=[O:22]. Reported procedure: In a manner analogous to that given in Example 1 (b), from the benzylamine salt of (1R)-1-[(benzyloxycarbonyl-glycyl)amino] -ethylphosphonic acid there was obtained (1R)-1 -glycylamino-ethylphosphonic acid of melting point 279°-281° C (decomposition); [α]D20 =- 69.4°(c = 1% in water).